This data is from the Open Reaction Database (ORD), a public repository of structured organic reaction records. The task is: describe an organic reaction: reactants, conditions, products, and yield RXN SMILES: [F:1][C:2]1[CH:7]=[CH:6][CH:5]=[C:4]([F:8])[C:3]=1[C:9]1[C:18]2[CH:17]=[C:16]([CH:19]=[O:20])[CH:15]=[CH:14][C:13]=2[C:12]2[N:21]([S:24]([N:27]([CH3:29])[CH3:28])(=[O:26])=[O:25])[N:22]=[CH:23][C:11]=2[N:10]=1.[Mn]([O-])(=O)(=O)=[O:31].[K+]>CC(C)=O.O>[F:1][C:2]1[CH:7]=[CH:6][CH:5]=[C:4]([F:8])[C:3]=1[C:9]1[C:18]2[CH:17]=[C:16]([C:19]([OH:31])=[O:20])[CH:15]=[CH:14][C:13]=2[C:12]2[N:21]([S:24](=[O:25])(=[O:26])[N:27]([CH3:29])[CH3:28])[N:22]=[CH:23][C:11]=2[N:10]=1 |f:1.2|. Conditions: time 1 hour. The reactants are FC1=C(C(=CC=C1)F)C1=NC2=C(C=3C=CC(=CC13)C=O)N(N=C2)S(=O)(=O)N(C)C (5-(2,6-difluorophenyl)-7-formyl-N,N-dimethyl-1H-pyrazolo[4,3-c]isoquinoline-1-sulphonamide), [Mn](=O)(=O)(=O)[O-].[K+] (potassium permanganate). Product: FC1=C(C(=CC=C1)F)C1=NC2=C(C=3C=CC(=CC13)C(=O)O)N(N=C2)S(N(C)C)(=O)=O (5-(2,6-difluorophenyl)-1-(dimethylsulphamoyl)-1H-pyrazolo[4,3-c]isoquinoline-7-carboxylic acid). Solvent: CC(=O)C (acetone), O (water). The yield is 99.7%. Procedure details: A 250 ml round-bottomed flask is charged with 1.41 g of 5-(2,6-difluorophenyl)-7-formyl-N,N-dimethyl-1H-pyrazolo[4,3-c]isoquinoline-1-sulphonamide in 124 ml of acetone. 1.07 g of potassium permanganate in solution in 62 ml of water are added. After 1 h at RT, the acetone is evaporated and then the mixture is acidified to a pH of 1 by addition of 5N hydrochloric acid. The mixture is extracted with ethyl acetate and the organic phase is washed with saturated NaCl solution, dried over MgSO4, filter... Reactants: NC1=C(NC2=C(C=CC=C12)Br)C(=O)N (3-amino-7-bromo-1H-indole-2-carboxylic acid amide), O=C(OC(Cl)(Cl)Cl)Cl (diphosgene), O (water). The solvent is O1CCOCC1 (dioxan). Product: BrC1=CC=CC=2C3=C(NC12)C(NC(N3)=O)=O (6-bromo-1H-pyrimido[5,4-b]indole-2,4(3H,5H)-dione). The yield is 100.4%. RXN SMILES: [NH2:1][C:2]1[C:10]2[C:5](=[C:6]([Br:11])[CH:7]=[CH:8][CH:9]=2)[NH:4][C:3]=1[C:12]([NH2:14])=[O:13].[O:15]=[C:16](Cl)OC(Cl)(Cl)Cl.O>O1CCOCC1>[Br:11][C:6]1[C:5]2[NH:4][C:3]3[C:12](=[O:13])[NH:14][C:16](=[O:15])[NH:1][C:2]=3[C:10]=2[CH:9]=[CH:8][CH:7]=1. Procedure: 8.0 g (32 mmol) 3-amino-7-bromo-1H-indole-2-carboxylic acid amide was suspended in 50 ml dioxan, and refluxed after the addition of 3.8 ml (32 mmol) diphosgene for 3 h. Having cooled down to room temperature, 20 ml water was carefully added and the precipitate was then sucked off. 9.0 g (32%) 6-bromo-1H-pyrimido[5,4-b]indole-2,4(3H,5H)-dione was obtained. ESI-MS [m/z]: 278, 280 [M−H]−